From a dataset of the Open Reaction Database (ORD), a public repository of structured organic reaction records. describe an organic reaction: reactants, conditions, products, and yield Starting materials: C1(=CC=C(C=C1)S(=O)(=O)OC[C@H]1COC=2C(=C3CC(NC3=CC2)=O)O1)C ((R)-2-(Toluene-4-sulfonyloxymethyl)-2,3,8,9-tetrahydro-7H-1,4-dioxino[2,3-e]indol-8-one), O=C1NC2=C(N1C1CCNCC1)C=CC=C2 (4-(2-oxo-2,3-dihydro-benzimidazol-1-yl)-piperidine), CCCCCC.C(C)(=O)OCC (hexane ethyl acetate). Run in CS(=O)C (DMSO). Run at temperature 85 celsius. Yields the product O=C1NC2=C(N1C1CCN(CC1)CC1COC=3C(=C4CC(NC4=CC3)=O)O1)C=CC=C2 (2-[4-(2-Oxo-2,3-dihydro-benzimidazol-1-yl)-piperidin-1-ylmethyl]-2,3,8,9-tetrahydro-7H-1,4-dioxino[2,3-e]indol-8-one). The yield is 55.8%. As a reaction SMILES: C1(C)C=CC(S(O[CH2:11][C@@H:12]2[O:25][C:16]3=[C:17]4[C:21](=[CH:22][CH:23]=[C:15]3[O:14][CH2:13]2)[NH:20][C:19](=[O:24])[CH2:18]4)(=O)=O)=CC=1.[O:27]=[C:28]1[N:32]([CH:33]2[CH2:38][CH2:37][NH:36][CH2:35][CH2:34]2)[C:31]2[CH:39]=[CH:40][CH:41]=[CH:42][C:30]=2[NH:29]1.CCCCCC.C(OCC)(=O)C>CS(C)=O>[O:27]=[C:28]1[N:32]([CH:33]2[CH2:34][CH2:35][N:36]([CH2:11][CH:12]3[O:25][C:16]4=[C:17]5[C:21](=[CH:22][CH:23]=[C:15]4[O:14][CH2:13]3)[NH:20][C:19](=[O:24])[CH2:18]5)[CH2:37][CH2:38]2)[C:31]2[CH:39]=[CH:40][CH:41]=[CH:42][C:30]=2[NH:29]1 |f:2.3|. Reported procedure: (R)-2-(Toluene-4-sulfonyloxymethyl)-2,3,8,9-tetrahydro-7H-1,4-dioxino[2,3-e]indol-8-one (1.04 g, 2.77 mmole) and 4-(2-oxo-2,3-dihydro-benzimidazol-1-yl)-piperidine (2.71 g, 12.5 mmole) were combined in 40 ml of dry DMSO and heated to 85° C. for 4 hours under a nitrogen atmosphere. The reaction was cooled and taken into 400 ml of 1:1 hexane/ethyl acetate. This was washed with 200 ml of water, with 200 ml of saturated brine, dried over MgSO4, filtered and concentrated to yield an oil. This oil was... Starting materials: CC(C)(C)S(N)=O, CCC1(CCCCCC=O)OCCO1, ClCCl, [Cu+2], O=S(=O)([O-])[O-]. The product is CCC1(CCCCCC=NS(=O)C(C)(C)C)OCCO1. RXN SMILES: [C:15]([CH3:16])([CH3:17])([CH3:18])[S:19](=[O:20])[NH2:21].[CH2:1]([CH3:2])[C:3]1([CH2:8][CH2:9][CH2:10][CH2:11][CH2:12][CH:13]=[O:14])[O:4][CH2:5][CH2:6][O:7]1.[Cl:22][CH2:23][Cl:24].[Cu+2:30].[S:25]([O-:26])([O-:27])(=[O:28])=[O:29]>>[CH2:1]([CH3:2])[C:3]1([CH2:8][CH2:9][CH2:10][CH2:11][CH2:12][CH:13]=[N:21][S:19]([C:15]([CH3:16])([CH3:17])[CH3:18])=[O:20])[O:4][CH2:5][CH2:6][O:7]1.